Dataset: the Open Reaction Database (ORD), a public repository of structured organic reaction records. Task: describe an organic reaction: reactants, conditions, products, and yield Reactants: CC(C)(C)c1cc2c(s1)Nc1ccccc1N=C2N, c1ccc(CCC2CNCCN2)cc1. Yields the product CC(C)(C)c1cc2c(s1)Nc1ccccc1N=C2N1CCNC(CCc2ccccc2)C1. Reaction SMILES: [C:1]([CH3:2])([CH3:3])([CH3:4])[c:5]1[cH:6][c:7]2[c:13]([s:14]1)[NH:12][c:11]1[c:10]([cH:18][cH:17][cH:16][cH:15]1)[N:9]=[C:8]2[NH2:19].[CH2:20]([CH2:21][c:22]1[cH:23][cH:24][cH:25][cH:26][cH:27]1)[CH:28]1[NH:29][CH2:30][CH2:31][NH:32][CH2:33]1>>[C:1]([CH3:2])([CH3:3])([CH3:4])[c:5]1[cH:6][c:7]2[c:13]([s:14]1)[NH:12][c:11]1[c:10]([cH:18][cH:17][cH:16][cH:15]1)[N:9]=[C:8]2[N:19]1[CH2:31][CH2:30][NH:29][CH:28]([CH2:20][CH2:21][c:22]2[cH:23][cH:24][cH:25][cH:26][cH:27]2)[CH2:33]1. Starting materials: CN1C(C(C2=CC=CC=C12)(C)C)=C (1,3,3-trimethyl-2-methyleneindoline), OCC=1C(=C(C2=CC=CC=C2C1)N=O)O (3-hydroxymethyl-1-nitroso-2-naphthol). Solvent: C(C)O (ethanol). The product is CN1C2=CC=CC=C2C(C12C=NC1=C(O2)C(=CC2=CC=CC=C21)CO)(C)C (1,3,3-trimethyl-5'-hydroxymethylspiro [indoline-2,3'-[3H]-naphtho[2,1-b](1,4)oxazine]). The yield is 20.9%. Reaction SMILES: [CH3:1][N:2]1[C:10]2[C:5](=[CH:6][CH:7]=[CH:8][CH:9]=2)[C:4]([CH3:12])([CH3:11])[C:3]1=[CH2:13].[OH:14][CH2:15][C:16]1[C:17]([OH:28])=[C:18]([N:26]=O)[C:19]2[C:24]([CH:25]=1)=[CH:23][CH:22]=[CH:21][CH:20]=2>C(O)C>[CH3:1][N:2]1[C:3]2([O:28][C:17]3[C:16]([CH2:15][OH:14])=[CH:25][C:24]4[C:19]([C:18]=3[N:26]=[CH:13]2)=[CH:20][CH:21]=[CH:22][CH:23]=4)[C:4]([CH3:11])([CH3:12])[C:5]2[C:10]1=[CH:9][CH:8]=[CH:7][CH:6]=2. Reported procedure: In 100 ml of ethanol, 7.0 g (40 mmol) of 1,3,3-trimethyl-2-methyleneindoline and 8.0 g (40 mmol) of 3-hydroxymethyl-1-nitroso-2-naphthol were dissolved and the solution was heated to reflux for 3 hours. After removal of the solvent, purification was conducted by column chromatography and recrystallization from hexane to obtain 3.0 g of 1,3,3-trimethyl-5'-hydroxymethylspiro [indoline-2,3'-[3H]-naphtho[2,1-b](1,4)oxazine] as a white solid. In 50 ml of methylene dichloride, 1.1 g (3 mmol) of the th...